From a dataset of the Open Reaction Database (ORD), a public repository of structured organic reaction records. describe an organic reaction: reactants, conditions, products, and yield Reactants: CI, CN(C)C=O, Cl, [H-], CCOC(=O)c1ccc([N+](=O)[O-])c(NC(=O)Cc2ccccc2)c1, [Na+]. The product is CCOC(=O)c1ccc([N+](=O)[O-])c(N(C)C(=O)Cc2ccccc2)c1. RXN SMILES: [CH3:27][I:28].[CH3:30][N:31]([CH3:32])[CH:33]=[O:34].[ClH:29].[H-:25].[N+:1](=[O:2])([O-:3])[c:4]1[c:5]([NH:15][C:16]([CH2:17][c:18]2[cH:19][cH:20][cH:21][cH:22][cH:23]2)=[O:24])[cH:6][c:7]([C:8](=[O:9])[O:10][CH2:11][CH3:12])[cH:13][cH:14]1.[Na+:26]>>[N+:1](=[O:2])([O-:3])[c:4]1[c:5]([N:15]([C:16]([CH2:17][c:18]2[cH:19][cH:20][cH:21][cH:22][cH:23]2)=[O:24])[CH3:27])[cH:6][c:7]([C:8](=[O:9])[O:10][CH2:11][CH3:12])[cH:13][cH:14]1.